describe an organic reaction: reactants, conditions, products, and yield From a dataset of the Open Reaction Database (ORD), a public repository of structured organic reaction records. Yields the product Cc1ccc(F)c(Nc2ccnc(Nc3ccc(O)cc3)n2)c1. Reactants: CCOCC, CN1CCCC1=O, Cl, Cc1ccc(F)c(Nc2ccnc(Cl)n2)c1, Nc1ccc(O)cc1. RXN SMILES: [CH3:26][CH2:27][O:28][CH2:29][CH3:30].[CH3:31][N:32]1[CH2:33][CH2:34][CH2:35][C:36]1=[O:37].[ClH:25].[F:1][c:2]1[c:3]([NH:4][c:5]2[n:6][c:7]([Cl:11])[n:8][cH:9][cH:10]2)[cH:12][c:13]([CH3:16])[cH:14][cH:15]1.[OH:17][c:18]1[cH:19][cH:20][c:21]([NH2:22])[cH:23][cH:24]1>>[F:1][c:2]1[c:3]([NH:4][c:5]2[n:6][c:7]([NH:22][c:21]3[cH:20][cH:19][c:18]([OH:17])[cH:24][cH:23]3)[n:8][cH:9][cH:10]2)[cH:12][c:13]([CH3:16])[cH:14][cH:15]1. Reactants: ClC1=C(CN2[C@H](CCC2=O)C(=O)NC(C(C(=O)O)O)CC2=CC=CC=C2)C=CC=C1 (3-((R)-1-(2-chlorobenzyl)-5-oxopyrrolidine-2-carboxamido)-2-hydroxy-4-phenylbutanoic acid), CON (O-methylhydroxylamine). Product: ClC1=C(CN2[C@H](CCC2=O)C(=O)NC(CC2=CC=CC=C2)C(C(=O)NOC)O)C=CC=C1 ((2R)-1-(2-chlorobenzyl)-N-(3-hydroxy-4-(methoxyamino)-4-oxo-1-phenylbutan-2-yl)-5-oxopyrrolidine-2-carboxamide). RXN SMILES: [Cl:1][C:2]1[CH:30]=[CH:29][CH:28]=[CH:27][C:3]=1[CH2:4][N:5]1[C:9](=[O:10])[CH2:8][CH2:7][C@@H:6]1[C:11]([NH:13][CH:14]([CH2:20][C:21]1[CH:26]=[CH:25][CH:24]=[CH:23][CH:22]=1)[CH:15]([OH:19])[C:16](O)=[O:17])=[O:12].[CH3:31][O:32][NH2:33]>>[Cl:1][C:2]1[CH:30]=[CH:29][CH:28]=[CH:27][C:3]=1[CH2:4][N:5]1[C:9](=[O:10])[CH2:8][CH2:7][C@@H:6]1[C:11]([NH:13][CH:14]([CH:15]([OH:19])[C:16]([NH:33][O:32][CH3:31])=[O:17])[CH2:20][C:21]1[CH:22]=[CH:23][CH:24]=[CH:25][CH:26]=1)=[O:12]. Procedure details: The reaction can be carried out in analogy to reaction step 20.3 by reacting 3-((R)-1-(2-chlorobenzyl)-5-oxopyrrolidine-2-carboxamido)-2-hydroxy-4-phenylbutanoic acid with O-methylhydroxylamine.